This data is from the Open Reaction Database (ORD), a public repository of structured organic reaction records. The task is: describe an organic reaction: reactants, conditions, products, and yield The reactants are C12(CC3CC(CC(C1)C3)C2)CC(=O)O (1-adamantyl acetic acid), S(=O)(Cl)Cl (thionyl chloride). Reaction conditions: time 16 hour. Product: C12(CC3CC(CC(C1)C3)C2)CC(=O)Cl (adamant-1-yl acetyl chloride). RXN SMILES: [C:1]12([CH2:11][C:12]([OH:14])=O)[CH2:10][CH:5]3[CH2:6][CH:7]([CH2:9][CH:3]([CH2:4]3)[CH2:2]1)[CH2:8]2.S(Cl)([Cl:17])=O>>[C:1]12([CH2:11][C:12]([Cl:17])=[O:14])[CH2:10][CH:5]3[CH2:6][CH:7]([CH2:9][CH:3]([CH2:4]3)[CH2:2]1)[CH2:8]2. Procedure: In this preparation a mixture containing 15 g. of 1-adamantyl acetic acid and 40 ml. of thionyl chloride is allowed to stand for 16 hours at room temperature. The excess thionyl chloride is then removed by evaporation, under reduced pressure, at 60° C affording adamant-1-yl acetyl chloride as an oil. The oil is then dissolved in 800 ml. of ethyl ether and then ammonia is bubbled through the solution until about 12.8 g. is absorbed. The solution is then washed twice with water, dried over anhydro...